This data is from the Open Reaction Database (ORD), a public repository of structured organic reaction records. The task is: describe an organic reaction: reactants, conditions, products, and yield Starting materials: CCOC(=O)CN(C)C(=S)CCc1nc2c(F)c(F)cc(F)c2s1, CC(C)OC(C)C, [Na+], C1COCCO1, [OH-], O. The product is CN(CC(=O)O)C(=S)CCc1nc2c(F)c(F)cc(F)c2s1. Reaction SMILES: [CH2:1]([CH3:2])[O:3][C:4]([CH2:5][N:6]([CH3:7])[C:8]([CH2:9][CH2:10][c:11]1[s:12][c:13]2[c:14]([n:15]1)[c:16]([F:22])[c:17]([F:21])[cH:18][c:19]2[F:20])=[S:23])=[O:24].[CH:27]([O:28][CH:29]([CH3:30])[CH3:31])([CH3:32])[CH3:33].[Na+:26].[O:35]1[CH2:36][CH2:37][O:38][CH2:39][CH2:40]1.[OH-:25].[OH2:34]>>[O:3]=[C:4]([CH2:5][N:6]([CH3:7])[C:8]([CH2:9][CH2:10][c:11]1[s:12][c:13]2[c:14]([n:15]1)[c:16]([F:22])[c:17]([F:21])[cH:18][c:19]2[F:20])=[S:23])[OH:24]. The reactants are CCOC(=O)c1ccc(O)c([N+](=O)[O-])c1, [Na+], [S-]c1ccccc1. Yields the product CCOC(=O)c1ccc(Sc2ccccc2)c([N+](=O)[O-])c1. Reaction SMILES: [CH2:1]([CH3:2])[O:3][C:4]([c:5]1[cH:6][c:7]([N+:12](=[O:13])[O-:14])[c:8]([OH:11])[cH:9][cH:10]1)=[O:15].[Na+:23].[c:16]1([S-:22])[cH:17][cH:18][cH:19][cH:20][cH:21]1>>[CH2:1]([CH3:2])[O:3][C:4]([c:5]1[cH:6][c:7]([N+:12](=[O:13])[O-:14])[c:8]([S:22][c:16]2[cH:17][cH:18][cH:19][cH:20][cH:21]2)[cH:9][cH:10]1)=[O:15]. The reactants are Cl.O[C@@H](C(=O)O)C1=CC=CC=C1 ((R)-2-hydroxy-2-phenylacetic acid hydrochloride), C(C1=CC=CC=C1)[C@@H]1C[C@H](NC1)C(=O)NC1=CC=C(C=C1)OC1=CC=C(C=C1)F ((2S,4R)-4-benzyl-N-(4-(4-fluorophenoxy)phenyl)pyrrolidine-2-carboxamide). Yields the product Compound 40, C(C1=CC=CC=C1)[C@@H]1C[C@H](N(C1)C([C@@H](C1=CC=CC=C1)O)=O)C(=O)NC1=CC=C(C=C1)OC1=CC=C(C=C1)F ((2S,4R)-4-benzyl-N-(4-(4-fluorophenoxy)phenyl)-1-((R)-2-hydroxy-2-phenylacetyl)pyrrolidine-2-carboxamide). Yield: 26.7%. Reaction SMILES: Cl.[OH:2][C@H:3]([C:7]1[CH:12]=[CH:11][CH:10]=[CH:9][CH:8]=1)[C:4]([OH:6])=O.[CH2:13]([C@H:20]1[CH2:24][NH:23][C@H:22]([C:25]([NH:27][C:28]2[CH:33]=[CH:32][C:31]([O:34][C:35]3[CH:40]=[CH:39][C:38]([F:41])=[CH:37][CH:36]=3)=[CH:30][CH:29]=2)=[O:26])[CH2:21]1)[C:14]1[CH:19]=[CH:18][CH:17]=[CH:16][CH:15]=1>>[CH2:13]([C@H:20]1[CH2:24][N:23]([C:4](=[O:6])[C@H:3]([OH:2])[C:7]2[CH:12]=[CH:11][CH:10]=[CH:9][CH:8]=2)[C@H:22]([C:25]([NH:27][C:28]2[CH:33]=[CH:32][C:31]([O:34][C:35]3[CH:36]=[CH:37][C:38]([F:41])=[CH:39][CH:40]=3)=[CH:30][CH:29]=2)=[O:26])[CH2:21]1)[C:14]1[CH:15]=[CH:16][CH:17]=[CH:18][CH:19]=1 |f:0.1|. Procedure: Proceeding as in Example 1, but substituting (R)-2-hydroxy-2-phenylacetic acid hydrochloride and (2S,4R)-4-benzyl-N-(4-(4-fluorophenoxy)phenyl)pyrrolidine-2-carboxamide, gave Compound 40, (2S,4R)-4-benzyl-N-(4-(4-fluorophenoxy)phenyl)-1-((R)-2-hydroxy-2-phenylacetyl)pyrrolidine-2-carboxamide (8.4 mg, 26.7%). 1H-NMR (400 MHz, DMSO-D6): σ 10.03 (s, 1H), 7.56 (d, 2H), 7.27 (m, 11H), 6.97 (m, 5H), 5.20 (s, 1H), 4.44 (t, 1H), 2.86 (t, 2H), 2.71 (s, 1H), 2.45 (d, 2H), 1.80 (m, 2H). MS (EI) for C32H29F... Reactants: BrCC1CO1, O=C([O-])[O-], CS(C)=O, [K+], [K+], O, Cc1cccc(Nc2cc(Nc3cccc(O)c3)ncn2)c1. The product is Cc1cccc(Nc2cc(Nc3cccc(OCC4CO4)c3)ncn2)c1. RXN SMILES: [Br:23][CH2:24][CH:25]1[CH2:26][O:27]1.[C:28](=[O:29])([O-:30])[O-:31].[CH3:34][S:35]([CH3:36])=[O:37].[K+:32].[K+:33].[OH2:38].[OH:1][c:2]1[cH:3][c:4]([NH:5][c:6]2[n:7][cH:8][n:9][c:10]([NH:12][c:13]3[cH:14][c:15]([CH3:19])[cH:16][cH:17][cH:18]3)[cH:11]2)[cH:20][cH:21][cH:22]1>>[O:1]([c:2]1[cH:3][c:4]([NH:5][c:6]2[n:7][cH:8][n:9][c:10]([NH:12][c:13]3[cH:14][c:15]([CH3:19])[cH:16][cH:17][cH:18]3)[cH:11]2)[cH:20][cH:21][cH:22]1)[CH2:24][CH:25]1[CH2:26][O:27]1. Starting materials: BrC=1C=CC=2N(C1)C=C(N2)NC(C(F)(F)F)=O (N-(6-bromo-imidazo[1,2-a]pyridin-2-yl)-2,2,2-trifluoro-acetamide), P(=O)([O-])([O-])[O-].[K+].[K+].[K+] (potassium phosphate), Iso-hexanes. Run in COCCOC (DME). The product is BrC=1C=CC=2N(C1)C=C(N2)N (6-Bromo-imidazo[1,2-a]pyridin-2-ylamine). RXN SMILES: [Br:1][C:2]1[CH:3]=[CH:4][C:5]2[N:6]([CH:8]=[C:9]([NH:11]C(=O)C(F)(F)F)[N:10]=2)[CH:7]=1.P([O-])([O-])([O-])=O.[K+].[K+].[K+]>COCCOC>[Br:1][C:2]1[CH:3]=[CH:4][C:5]2[N:6]([CH:8]=[C:9]([NH2:11])[N:10]=2)[CH:7]=1 |f:1.2.3.4|. Procedure details: A stirred solution of N-(6-bromo-imidazo[1,2-a]pyridin-2-yl)-2,2,2-trifluoro-acetamide (9.0 g, 29.2 mmol) in DME (90 ml) and 1.27 M aqueous potassium phosphate (80.5 ml, 102.3 mmol) is heated at 90° C. overnight. After cooling to room temperature, the two layers are separate and the aqueous portion is extracted with EtOAc. The combined organic extracts are concentrated in vacuo to afford a brown oil. Iso-hexanes is added to the oil resulting in the formation of a solid. The excess iso-hexanes is... Reactants: CN(/C=C/C(=O)C1=NN(C=CC1=O)C1=CC=C(C=C1)S(=O)(=O)C(F)(F)F)C (3-((E)-3-Dimethylamino-acryloyl)-1-(4-trifluoromethansulfonyl-phenyl)-1H-pyridazin-4-one), N1=CC=CC2=C(C=CC=C12)NN (quinolin-5-yl-hydrazine). Yields the product N1=CC=CC2=C(C=CC=C12)N1N=CC=C1C1=NN(C=CC1=O)C1=CC=C(C=C1)S(=O)(=O)C(F)(F)F (3-(2-Quinolin-5-yl-2H-pyrazol-3-yl)-1-(4-trifluoromethanesulfonyl-phenyl)-1H-pyridazin-4-one). As a reaction SMILES: CN(C)/[CH:3]=[CH:4]/[C:5]([C:7]1[C:12](=[O:13])[CH:11]=[CH:10][N:9]([C:14]2[CH:19]=[CH:18][C:17]([S:20]([C:23]([F:26])([F:25])[F:24])(=[O:22])=[O:21])=[CH:16][CH:15]=2)[N:8]=1)=O.[N:28]1[C:37]2[C:32](=[C:33]([NH:38][NH2:39])[CH:34]=[CH:35][CH:36]=2)[CH:31]=[CH:30][CH:29]=1>>[N:28]1[C:37]2[C:32](=[C:33]([N:38]3[C:5]([C:7]4[C:12](=[O:13])[CH:11]=[CH:10][N:9]([C:14]5[CH:19]=[CH:18][C:17]([S:20]([C:23]([F:26])([F:24])[F:25])(=[O:22])=[O:21])=[CH:16][CH:15]=5)[N:8]=4)=[CH:4][CH:3]=[N:39]3)[CH:34]=[CH:35][CH:36]=2)[CH:31]=[CH:30][CH:29]=1. Procedure details: The product was obtained starting from 3-((E)-3-Dimethylamino-acryloyl)-1-(4-trifluoromethansulfonyl-phenyl)-1H-pyridazin-4-one (A-27) and quinolin-5-yl-hydrazine according to the method described for example 43. MS: M=498.1 (M+H)+ Starting materials: C(C)OC(=O)C1=NC2=CC=C(C=C2C=C1)O (6-hydroxy-quinoline-2-carboxylic acid ethyl ester), C1(=CC=CC=C1)P(C1=CC=CC=C1)C1=CC=CC=C1 (triphenylphospine), C(C)(C)N1CC(CC1)O (1-isopropyl-3-pyrrolidinol). Run in C1(=CC=CC=C1)C (toluene), C1CCOC1 (THF). Conditions: temperature 35 celsius. Yields the product C(C)OC(=O)C1=NC2=CC=C(C=C2C=C1)OC1CN(CC1)C(C)C (6-(1-Isopropyl-pyrrolidin-3-yloxy)-quinoline-2-carboxylic acid ethyl ester). As a reaction SMILES: [CH2:1]([O:3][C:4]([C:6]1[CH:15]=[CH:14][C:13]2[C:8](=[CH:9][CH:10]=[C:11]([OH:16])[CH:12]=2)[N:7]=1)=[O:5])[CH3:2].C1(P(C2C=CC=CC=2)C2C=CC=CC=2)C=CC=CC=1.[CH:36]([N:39]1[CH2:43][CH2:42][CH:41](O)[CH2:40]1)([CH3:38])[CH3:37]>C1(C)C=CC=CC=1.C1COCC1>[CH2:1]([O:3][C:4]([C:6]1[CH:15]=[CH:14][C:13]2[C:8](=[CH:9][CH:10]=[C:11]([O:16][CH:41]3[CH2:42][CH2:43][N:39]([CH:36]([CH3:38])[CH3:37])[CH2:40]3)[CH:12]=2)[N:7]=1)=[O:5])[CH3:2]. Procedure: A mixture of 0.960 g (0.0044 mol) of 6-hydroxy-quinoline-2-carboxylic acid ethyl ester, 2.32 g (0.0088 mmol) of triphenylphospine (Fluka), 0.739 g (0.0057 mmol) of 1-isopropyl-3-pyrrolidinol and 1.61 ml (0.0088 mmol) of di-tert.-butyl azadicarboxylate 40% in toluene in 100 ml THF was stirred for a prolonged period of time at 35° C. The mixture was filtered through a pad of silica and washed with 30 ml of THF. The mixture was evaporated to dryness and purified on silica eluting with a gradient of... The reactants are C(C)(C)N1CCC(CC1)N(S(=O)(=O)CCN1C(C2=CC=CC=C2C1=O)=O)CC=1SC=CN1 (2-(1,3-dioxo-1,3-dihydro-isoindol-2-yl)-ethanesulfonic acid (1-isopropyl-piperidin-4-yl)-thiazol-2-ylmethyl-amide), NN (hydrazine). Run in C1CCOC1 (THF). Yields the product C(C)(C)N1CCC(CC1)N(S(=O)(=O)CCN)CC=1SC=CN1 (2-Amino-ethanesulfonic acid (1-isopropyl-piperidin-4-yl)-thiazol-2-ylmethyl-amide). As a reaction SMILES: [CH:1]([N:4]1[CH2:9][CH2:8][CH:7]([N:10]([CH2:27][C:28]2[S:29][CH:30]=[CH:31][N:32]=2)[S:11]([CH2:14][CH2:15][N:16]2C(=O)C3C(=CC=CC=3)C2=O)(=[O:13])=[O:12])[CH2:6][CH2:5]1)([CH3:3])[CH3:2].NN>C1COCC1>[CH:1]([N:4]1[CH2:9][CH2:8][CH:7]([N:10]([CH2:27][C:28]2[S:29][CH:30]=[CH:31][N:32]=2)[S:11]([CH2:14][CH2:15][NH2:16])(=[O:12])=[O:13])[CH2:6][CH2:5]1)([CH3:3])[CH3:2]. Reported procedure: 2-Amino-ethanesulfonic acid (1-isopropyl-piperidin-4-yl)-thiazol-2-ylmethyl-amide was prepared by an analogous procedure as described for example 1 ii) starting from 178 mg (0.37 mmol) 2-(1,3-dioxo-1,3-dihydro-isoindol-2-yl)-ethanesulfonic acid (1-isopropyl-piperidin-4-yl)-thiazol-2-ylmethyl-amide and 0.75 ml (2 equiv.) of a 1M hydrazine-solution in THF. The product was obtained as brown oil. Yield: 140 mg MS (ES+): m/e=347. The reactants are CC1=CC2=C(N3C(S2)=NCC3)C=C1 (2,3-dihydro-7-methylimidazo[2,1-b]benzothiazole), BrCCC1=CC=CC=C1 ((2-bromoethyl)benzene). Run in C(C)#N (acetonitrile). The product is [Br-].CC1=CC2=C(N3C(S2)=[N+](CC3)CCC3=CC=CC=C3)C=C1 (2,3-dihydro-7-methyl-1-(2-phenylethyl)imidazo[2,1-b]benzothiazolium bromide). Reaction SMILES: [CH3:1][C:2]1[CH:13]=[CH:12][C:5]2[N:6]3[CH2:11][CH2:10][N:9]=[C:7]3[S:8][C:4]=2[CH:3]=1.[Br:14][CH2:15][CH2:16][C:17]1[CH:22]=[CH:21][CH:20]=[CH:19][CH:18]=1>C(#N)C>[Br-:14].[CH3:1][C:2]1[CH:13]=[CH:12][C:5]2[N:6]3[CH2:11][CH2:10][N+:9]([CH2:15][CH2:16][C:17]4[CH:22]=[CH:21][CH:20]=[CH:19][CH:18]=4)=[C:7]3[S:8][C:4]=2[CH:3]=1 |f:3.4|. Procedure: A mixture of 3.8 parts of 2,3-dihydro-7-methylimidazo[2,1-b]benzothiazole, 11 parts of (2-bromoethyl)benzene and 40 parts of acetonitrile is stirred and refluxed for 8 hours. After cooling, the precipitated product is filtered off and dried, yielding 6 parts of 2,3-dihydro-7-methyl-1-(2-phenylethyl)imidazo[2,1-b]benzothiazolium bromide; mp. 150.6° C.